Dataset: the Open Reaction Database (ORD), a public repository of structured organic reaction records. Task: describe an organic reaction: reactants, conditions, products, and yield Starting materials: N (ammonia), C(C)OC(=O)N(OC(=O)OCC)CC(CP(OCC)(OCC)=O)C (diethyl 3-(N-ethoxycarbonyl-N-ethoxycarbonyloxyamino)-2-methylpropylphosphonate), Cl (hydrochloric acid), C(C)(=O)OCC (ethyl acetate). Run in CO (methanol), O (water), O (water). Product: Cl (hydrochloric acid), ONCC(CP(O)(O)=O)C (3-(N-hydroxyamino)-2-methylpropylphosphonic acid). RXN SMILES: C(OC([N:6]([CH2:13][CH:14]([CH3:24])[CH2:15][P:16](=[O:23])([O:20]CC)[O:17]CC)[O:7]C(OCC)=O)=O)C.[ClH:25].C(OCC)(=O)C.N>CO.O>[ClH:25].[OH:7][NH:6][CH2:13][CH:14]([CH3:24])[CH2:15][P:16](=[O:17])([OH:23])[OH:20]. Procedure: A mixture of diethyl 3-(N-ethoxycarbonyl-N-ethoxycarbonyloxyamino)-2-methylpropylphosphonate (28.3 g.). and conc. hydrochloric acid (280 ml.) was refluxed for 18 hours and then concentrated under reduced pressure to give an oily residue. To the residue was added a mixture of water (100 ml.) and ethyl acetate (100 ml.). From the resultant mixture, the aqueous layer was separated, treated with activated charcoal and concentrated under reduced pressure to give an oily residue. The residue was disso... The reactants are [N-]=[N+]=NC1CC(C(=O)Nc2ccc(N3CCOCC3=O)cc2)N(C(=O)Nc2ccc(Cl)cc2)C1, C1CCOC1, O, c1ccc(P(c2ccccc2)c2ccccc2)cc1. The product is NC1CC(C(=O)Nc2ccc(N3CCOCC3=O)cc2)N(C(=O)Nc2ccc(Cl)cc2)C1. RXN SMILES: [Cl:1][c:2]1[cH:3][cH:4][c:5]([NH:8][C:9](=[O:10])[N:11]2[CH:12]([C:19](=[O:20])[NH:21][c:22]3[cH:23][cH:24][c:25]([N:28]4[C:29](=[O:34])[CH2:30][O:31][CH2:32][CH2:33]4)[cH:26][cH:27]3)[CH2:13][CH:14]([N:16]=[N+:17]=[N-:18])[CH2:15]2)[cH:6][cH:7]1.[O:54]1[CH2:55][CH2:56][CH2:57][CH2:58]1.[OH2:59].[c:35]1([P:36]([c:37]2[cH:38][cH:39][cH:40][cH:41][cH:42]2)[c:43]2[cH:44][cH:45][cH:46][cH:47][cH:48]2)[cH:49][cH:50][cH:51][cH:52][cH:53]1>>[Cl:1][c:2]1[cH:3][cH:4][c:5]([NH:8][C:9](=[O:10])[N:11]2[CH:12]([C:19](=[O:20])[NH:21][c:22]3[cH:23][cH:24][c:25]([N:28]4[C:29](=[O:34])[CH2:30][O:31][CH2:32][CH2:33]4)[cH:26][cH:27]3)[CH2:13][CH:14]([NH2:16])[CH2:15]2)[cH:6][cH:7]1. Starting materials: [OH-].[Li+] (lithium hydroxide), C(C1=CC=CC=C1)N(C([C@H](C1=CC=CC=C1)NC(=O)C=1N(C2=CC=C(C=C2C1)NC(C1=C(C=CC=C1)OCCCC)=O)C)=O)C ((S)-5-(2-Butoxy-benzoylamino)-1-methyl-1H-indole-2-carboxylic acid {2-[benzyl(methyl)amino]-2-oxo-1-phenylethyl}-amide), O (water), CO (methanol). Solvent: C1CCOC1 (THF). Run at time 3 hour. Yields the product OC1=C(C(=O)NC=2C=C3C=C(N(C3=CC2)C)C(=O)O)C=CC=C1 (5-(2-Hydroxy-benzoylamino)-1-methyl-1H-indole-2-carboxylic acid). RXN SMILES: C(N(C)C(=O)[C@@H](N[C:18]([C:20]1[N:21]([CH3:43])[C:22]2[C:27]([CH:28]=1)=[CH:26][C:25]([NH:29][C:30](=[O:42])[C:31]1[CH:36]=[CH:35][CH:34]=[CH:33][C:32]=1[O:37]CCCC)=[CH:24][CH:23]=2)=[O:19])C1C=CC=CC=1)C1C=CC=CC=1.C[OH:47].O.[OH-].[Li+]>C1COCC1>[OH:37][C:32]1[CH:33]=[CH:34][CH:35]=[CH:36][C:31]=1[C:30]([NH:29][C:25]1[CH:26]=[C:27]2[C:22](=[CH:23][CH:24]=1)[N:21]([CH3:43])[C:20]([C:18]([OH:47])=[O:19])=[CH:28]2)=[O:42] |f:3.4|. Procedure: The product of step (a) (2.0 g, 5.26 mM) was dissolved in THF (30 mL), methanol (10 mL), and water (10 mL). The mixture was treated with lithium hydroxide (882 mg, 21.04 mM) and the mixture was stirred at room temperature for 3 hours. The mixture was concentrated to 15 mL and the pH was adjusted to about 3.0 with 1 N HCl. The mixture was extracted 3 times with ethyl acetate (25 mL). The ethyl acetate fractions were combined, dried over MgSO4, filtered and concentrated to provide the title compou...